From a dataset of the Open Reaction Database (ORD), a public repository of structured organic reaction records. describe an organic reaction: reactants, conditions, products, and yield Reactants: C(Cl)(Cl)Cl (chloroform), Br.C(C)(=O)O[C@H]1[C@@H](O[C@@H]([C@H]([C@@H]1OC(C)=O)OC(C)=O)COC(C)=O)SC(N)=N (S-(2,3,4,6-tetra-O-acetyl-β-D-glucopyranosyl) thiopseudourea hydrobromide), C(C1=CC=CC=C1)(C1=CC=CC=C1)(C1=CC=CC=C1)Cl (trityl chloride). Solvent: Carbohydrate, II, N1=CC=CC=C1 (pyridine). Conditions: time 8 hour. Yields the product C(C1=CC=CC=C1)(C1=CC=CC=C1)(C1=CC=CC=C1)S[C@H]1[C@H](OC(C)=O)[C@@H](OC(C)=O)[C@H](OC(C)=O)[C@H](O1)COC(C)=O (S-trityl-2,3,4,6-tetra-O-acetyl-1-thio-β-D-glucopyranose). Reaction SMILES: Br.[C:2]([O:5][C@@H:6]1[C@@H:11]([O:12][C:13](=[O:15])[CH3:14])[C@H:10]([O:16][C:17](=[O:19])[CH3:18])[C@@H:9]([CH2:20][O:21][C:22](=[O:24])[CH3:23])[O:8][C@H:7]1[S:25]C(=N)N)(=[O:4])[CH3:3].C(Cl)(Cl)Cl.[C:33](Cl)([C:46]1[CH:51]=[CH:50][CH:49]=[CH:48][CH:47]=1)([C:40]1[CH:45]=[CH:44][CH:43]=[CH:42][CH:41]=1)[C:34]1[CH:39]=[CH:38][CH:37]=[CH:36][CH:35]=1>N1C=CC=CC=1>[C:33]([S:25][C@@H:7]1[O:8][C@H:9]([CH2:20][O:21][C:22](=[O:24])[CH3:23])[C@@H:10]([O:16][C:17](=[O:19])[CH3:18])[C@H:11]([O:12][C:13](=[O:15])[CH3:14])[C@H:6]1[O:5][C:2](=[O:4])[CH3:3])([C:46]1[CH:51]=[CH:50][CH:49]=[CH:48][CH:47]=1)([C:40]1[CH:45]=[CH:44][CH:43]=[CH:42][CH:41]=1)[C:34]1[CH:39]=[CH:38][CH:37]=[CH:36][CH:35]=1 |f:0.1|. Procedure: 2,3,4,6-Tetra-O-acetyl-1-thio-β-D-glucopyranose, obtained from the hydrolysis of 29 g. of S-(2,3,4,6-tetra-O-acetyl-β-D-glucopyranosyl) thiopseudourea hydrobromide as in "Methods in Carbohydrate Chemistry", Vol. II, page 436 (Whistler and Wolfrom editors, Academic Press Inc., 1963), was dissolved in 250 ml. of chloroform and cooled to 0°-5° C. in an ice bath. Anhydrous pyridine (20 ml.) was added, followed by 27.9 g. of trityl chloride. The mixture was stirred overnight at ambient temperature an... The reactants are C1CO1 (ethylene oxide), BrC=1C=CC(=C(C(=O)NCC23CC4CC(CC(C2)C4)C3)C1)Cl (5-bromo-2-chloro-N-(tricyclo[3.3.1.13,7]dec-1-ylmethyl)-benzamide), C(C)(C)(C)[Li] (tert-butyllithium), C[Li] (methyllithium). Solvent: O1CCCC1 (tetrahydrofuran). Run at temperature -78 celsius, time 10 minute. The product is ClC1=C(C(=O)NCC23CC4CC(CC(C2)C4)C3)C=C(C=C1)CCO (2-Chloro-5-(2-hydroxyethyl)-N-(tricyclo[3.3.1.13,7]dec-1-ylmethyl)-benzamide). RXN SMILES: Br[C:2]1[CH:3]=[CH:4][C:5]([Cl:22])=[C:6]([CH:21]=1)[C:7]([NH:9][CH2:10][C:11]12[CH2:20][CH:15]3[CH2:16][CH:17]([CH2:19][CH:13]([CH2:14]3)[CH2:12]1)[CH2:18]2)=[O:8].C[Li].C([Li])(C)(C)C.[CH2:30]1[O:32][CH2:31]1>O1CCCC1>[Cl:22][C:5]1[CH:4]=[CH:3][C:2]([CH2:30][CH2:31][OH:32])=[CH:21][C:6]=1[C:7]([NH:9][CH2:10][C:11]12[CH2:20][CH:15]3[CH2:16][CH:17]([CH2:19][CH:13]([CH2:14]3)[CH2:12]1)[CH2:18]2)=[O:8]. Reported procedure: A solution of 5-bromo-2-chloro-N-(tricyclo[3.3.1.13,7]dec-1-ylmethyl)-benzamide (3.0 g, Example 23a) in anhydrous tetrahydrofuran (100 ml) was cooled to −78° C. under a nitrogen atmosphere. A solution of methyllithium (1.4M in diethyl ether, 4.9 ml) was added over 2 min. The mixture was stirred at −78° C. for 10 min., then a solution tert-butyllithium (1.7M in pentane, 9.3 ml) was added dropwise. The mixture was stirred at −78° C. for a further 10 min., then ethylene oxide (1.0 ml) was added. Th...